Dataset: the Open Reaction Database (ORD), a public repository of structured organic reaction records. Task: describe an organic reaction: reactants, conditions, products, and yield Reactants: CN(C)C(OC(C)(C)C)N(C)C, COCCOc1cc(C)c([N+](=O)[O-])cc1Cl, CN(C)C=O, O. Yields the product COCCOc1cc(C=O)c([N+](=O)[O-])cc1Cl. As a reaction SMILES: [C:17]([O:21][CH:18]([N:19]([CH3:20])[CH3:22])[N:23]([CH3:24])[CH3:25])([CH3:26])([CH3:27])[CH3:28].[Cl:1][c:2]1[c:3]([O:12][CH2:13][CH2:14][O:15][CH3:16])[cH:4][c:5]([CH3:11])[c:6]([N+:8](=[O:9])[O-:10])[cH:7]1.[O:29]=[CH:30][N:31]([CH3:32])[CH3:33].[OH2:34]>>[Cl:1][c:2]1[c:3]([O:12][CH2:13][CH2:14][O:15][CH3:16])[cH:4][c:5]([CH:11]=[O:21])[c:6]([N+:8](=[O:9])[O-:10])[cH:7]1. Reactants: ( c ), C(C)SC1=CC(=NC=C1)NCCCOC=1C=CC2=C(CC3=C(C(C2)CC(=O)OCC)C=CC=C3)C1 (ethyl (±)-10,11-dihydro-3-[3-[4-(ethylthio)pyridin-2-y lamino]-1-propyloxy]-5H-dibenzo[a,d]cycloheptene-10-acetate), N1=C(C=CC=C1)NCCCOC=1C=CC2=C(CC3=C([C@H](C2)CC(=O)OCC)C=CC=C3)C1 (ethyl (R)-10,11-dihydro-3-[3-(pyridin-2-ylamino)-1-propyloxy]-5H-dibenzo[a,d]cycloheptene-10-acetate). Product: C(C)SC1=CC(=NC=C1)NCCCOC=1C=CC2=C(CC3=C(C(C2)CC(=O)O)C=CC=C3)C1 ((±)-10,11-Dihydro-3-[3-[4-(ethylthio)pyridin-2-ylamino]-1-propyloxy]-5 H-dibenzo[a,d]cycloheptene-10-acetic Acid). RXN SMILES: [CH2:1]([S:3][C:4]1[CH:9]=[CH:8][N:7]=[C:6]([NH:10][CH2:11][CH2:12][CH2:13][O:14][C:15]2[CH:16]=[CH:17][C:18]3[CH2:24][CH:23]([CH2:25][C:26]([O:28]CC)=[O:27])[C:22]4[CH:31]=[CH:32][CH:33]=[CH:34][C:21]=4[CH2:20][C:19]=3[CH:35]=2)[CH:5]=1)[CH3:2].N1C=CC=CC=1NCCCOC1C=CC2C[C@H](CC(OCC)=O)C3C=CC=CC=3CC=2C=1>>[CH2:1]([S:3][C:4]1[CH:9]=[CH:8][N:7]=[C:6]([NH:10][CH2:11][CH2:12][CH2:13][O:14][C:15]2[CH:16]=[CH:17][C:18]3[CH2:24][CH:23]([CH2:25][C:26]([OH:28])=[O:27])[C:22]4[CH:31]=[CH:32][CH:33]=[CH:34][C:21]=4[CH2:20][C:19]=3[CH:35]=2)[CH:5]=1)[CH3:2]. Procedure details: According to the procedure of Example 6 (c), except substituting ethyl (±)-10,11-dihydro-3-[3-[4-(ethylthio)pyridin-2-y lamino]-1-propyloxy]-5H-dibenzo[a,d]cycloheptene-10-acetate for the ethyl (R)-10,11-dihydro-3-[3-(pyridin-2-ylamino)-1-propyloxy]-5H-dibenzo[a,d]cycloheptene-10-acetate, the title compound was prepared as a yellow: 1H NMR (400 MHz, DMSO-d6) δ7.77-7.76 (d, 1 H), 7.17-7.15 (d, 1 H), 7.13-7.12 (d, 2 H), 7.08-7.07 (m, 1 H), 6.96-6.94(d, 1 H), 6.81-6.80 (s, 1 H), 6.68-6.67 (d, 1 H),... The reactants are C(C)(=O)OCC (Ethyl acetate), O1C(CCCC1)OC1=CC=C(C=C1)N1CCNCC1 (1-[4-(tetrahydropyran-2-yloxy)phenyl]piperazine), FC(OC1=CC=C(C=C1)Br)(F)F (4-trifluoromethoxy-1-bromobenzene), CC(C)([O-])C.[Na+] (sodium tert-butoxide). The reagents and catalysts are C(C)(=O)[O-].[Pd+2].C(C)(=O)[O-] (palladium acetate), C=1C=CC(=CC1)P(C=2C=CC=CC2)C3=CC=C4C=CC=CC4=C3C5=C6C=CC=CC6=CC=C5P(C=7C=CC=CC7)C=8C=CC=CC8 (BINAP). Solvent: O (water), C1(=CC=CC=C1)C (toluene). Yields the product O1C(CCCC1)OC1=CC=C(C=C1)N1CCN(CC1)C1=CC=C(C=C1)OC(F)(F)F (1-[4-(tetrahydropyran-2-yloxy)phenyl]-4-(4-trifluoromethoxyphenyl)piperazine). Yield: 91.2%. Reaction SMILES: [O:1]1[CH2:6][CH2:5][CH2:4][CH2:3][CH:2]1[O:7][C:8]1[CH:13]=[CH:12][C:11]([N:14]2[CH2:19][CH2:18][NH:17][CH2:16][CH2:15]2)=[CH:10][CH:9]=1.[F:20][C:21]([F:31])([F:30])[O:22][C:23]1[CH:28]=[CH:27][C:26](Br)=[CH:25][CH:24]=1.CC(C)([O-])C.[Na+].C(OCC)(=O)C>C1(C)C=CC=CC=1.C([O-])(=O)C.[Pd+2].C([O-])(=O)C.C1C=CC(P(C2C(C3C(P(C4C=CC=CC=4)C4C=CC=CC=4)=CC=C4C=3C=CC=C4)=C3C(C=CC=C3)=CC=2)C2C=CC=CC=2)=CC=1.O>[O:1]1[CH2:6][CH2:5][CH2:4][CH2:3][CH:2]1[O:7][C:8]1[CH:13]=[CH:12][C:11]([N:14]2[CH2:15][CH2:16][N:17]([C:26]3[CH:25]=[CH:24][C:23]([O:22][C:21]([F:20])([F:30])[F:31])=[CH:28][CH:27]=3)[CH2:18][CH2:19]2)=[CH:10][CH:9]=1 |f:2.3,6.7.8|. Procedure details: A mixture of 1-[4-(tetrahydropyran-2-yloxy)phenyl]piperazine (2.1 g, 8.05 mmol) prepared in Reference Example 184, 4-trifluoromethoxy-1-bromobenzene (1.9 g, 8.05 mmol), palladium acetate (72 mg, 0.32 mmol), BINAP (300 mg, 0.48 mmol) and sodium tert-butoxide (1.0 g, 10.5 mmol) in toluene (30 ml) was refluxed under a nitrogen atmosphere for 5 hours. Ethyl acetate and water were added to the reaction mixture, which was stirred for a while. The insoluble substances were removed by filtration through... Reactants: CCOC(=O)c1cc(Cl)n2c(C)nnc2n1, Cl, [Na+], O, [SH-]. Yields the product CCOC(=O)c1cc(S)n2c(C)nnc2n1. RXN SMILES: [Cl:1][c:2]1[cH:3][c:4]([C:12](=[O:13])[O:14][CH2:15][CH3:16])[n:5][c:6]2[n:7]1[c:8]([CH3:11])[n:9][n:10]2.[ClH:19].[Na+:18].[OH2:20].[SH-:17]>>[c:2]1([SH:17])[cH:3][c:4]([C:12](=[O:13])[O:14][CH2:15][CH3:16])[n:5][c:6]2[n:7]1[c:8]([CH3:11])[n:9][n:10]2. The reactants are CC1(C=2C=CC(=CC2C(CC1)(C)C)OCCOC1=CC=C(C=O)C=C1)C (4-[2-(5,5,8,8-tetramethyl-5,6,7,8-tetrahydro-2-naphthoxy)ethoxy]benzaldehyde), C(CC(=O)OC)(=O)OC (dimethyl malonate), C(C)(=O)[O-].[NH2+]1CCCCC1 (piperidinium acetate). Run in C1(=CC=CC=C1)C (toluene). The product is CC1(C=2C=CC(=CC2C(CC1)(C)C)OCCOC1=CC=C(C=C(C(=O)OC)C(=O)OC)C=C1)C (dimethyl 4-[2-(5,5,8,8-tetramethyl-5,6,7,8-tetrahydro-2-naphthoxy)ethoxy]benzylidenemalonate). The yield is 98.1%. As a reaction SMILES: [CH3:1][C:2]1([CH3:26])[CH2:11][CH2:10][C:9]([CH3:13])([CH3:12])[C:8]2[CH:7]=[C:6]([O:14][CH2:15][CH2:16][O:17][C:18]3[CH:25]=[CH:24][C:21]([CH:22]=O)=[CH:20][CH:19]=3)[CH:5]=[CH:4][C:3]1=2.[C:27]([O:34][CH3:35])(=[O:33])[CH2:28][C:29]([O:31][CH3:32])=[O:30].C([O-])(=O)C.[NH2+]1CCCCC1>C1(C)C=CC=CC=1>[CH3:1][C:2]1([CH3:26])[CH2:11][CH2:10][C:9]([CH3:12])([CH3:13])[C:8]2[CH:7]=[C:6]([O:14][CH2:15][CH2:16][O:17][C:18]3[CH:19]=[CH:20][C:21]([CH:22]=[C:28]([C:27]([O:34][CH3:35])=[O:33])[C:29]([O:31][CH3:32])=[O:30])=[CH:24][CH:25]=3)[CH:5]=[CH:4][C:3]1=2 |f:2.3|. Reported procedure: To a solution of 4-[2-(5,5,8,8-tetramethyl-5,6,7,8-tetrahydro-2-naphthoxy)ethoxy]benzaldehyde (1.50 g, 4.26 mmol) and dimethyl malonate (1.69 g, 12.78 mmol) in toluene (30 ml) is added a catalytic quantity of piperidinium acetate. Then the mixture is refluxed in a Dean-Stark trap for 8 hours. After cooled to room temperature, the solution is concentrated under a vacuum to give title compound (1.95 g, 98%). Starting materials: C(C)(C)(C)OC(=O)N1CC(CCC1)(OC)C=1N(C2=NC(=NC(=C2N1)N1CCOCC1)N1C(=NC2=C1C=CC=C2)CC)C (3-[2-(2-ethylbenzoimidazol-1-yl)-9-methyl-6-morpholin-4-yl-9H-purin-8-yl]-3-methoxypiperidine-1-carboxylic acid tert-butyl ester), Cl (HCl). The solvent is C(Cl)Cl (DCM), CO (MeOH), O1CCOCC1 (dioxane). Run at time 16 hour. Yields the product Cl.Cl.C(C)C1=NC2=C(N1C1=NC(=C3N=C(N(C3=N1)C)C1(CNCCC1)OC)N1CCOCC1)C=CC=C2 (2-(2-Ethylbenzoimidazol-1-yl)-8-(3-methoxypiperidin-3-yl)-9-methyl-6-morpholin-4-yl-9H-purine dihydrochloride). RXN SMILES: C(OC([N:8]1[CH2:13][CH2:12][CH2:11][C:10]([C:16]2[N:17]([CH3:42])[C:18]3[C:23]([N:24]=2)=[C:22]([N:25]2[CH2:30][CH2:29][O:28][CH2:27][CH2:26]2)[N:21]=[C:20]([N:31]2[C:35]4[CH:36]=[CH:37][CH:38]=[CH:39][C:34]=4[N:33]=[C:32]2[CH2:40][CH3:41])[N:19]=3)([O:14][CH3:15])[CH2:9]1)=O)(C)(C)C.[ClH:43]>C(Cl)Cl.CO.O1CCOCC1>[ClH:43].[ClH:43].[CH2:40]([C:32]1[N:31]([C:20]2[N:19]=[C:18]3[C:23]([N:24]=[C:16]([C:10]4([O:14][CH3:15])[CH2:11][CH2:12][CH2:13][NH:8][CH2:9]4)[N:17]3[CH3:42])=[C:22]([N:25]3[CH2:26][CH2:27][O:28][CH2:29][CH2:30]3)[N:21]=2)[C:35]2[CH:36]=[CH:37][CH:38]=[CH:39][C:34]=2[N:33]=1)[CH3:41] |f:5.6.7|. Procedure: To a solution of 3-[2-(2-ethylbenzoimidazol-1-yl)-9-methyl-6-morpholin-4-yl-9H-purin-8-yl]-3-methoxypiperidine-1-carboxylic acid tert-butyl ester in DCM (10 mL) and MeOH (10 mL) was added 4M HCl in dioxane (10 mL). The resulting mixture was allowed to stir at r.t. for 16 h then concentrated in vacuo. The resulting residue was triturated with Et2O, the solid collected by filtration and dried in vacuo affording 2-(2-Ethylbenzoimidazol-1-yl)-8-(3-methoxypiperidin-3-yl)-9-methyl-6-morpholin-4-yl-9H-...